From a dataset of the Open Reaction Database (ORD), a public repository of structured organic reaction records. describe an organic reaction: reactants, conditions, products, and yield The reactants are Cl (Hydrogen chloride), C(C)(=O)O (acetic acid), C(C(C)(C)C)(=O)C#N (pivaloyl cyanide), C([O-])(O)=O.[Na+] (sodium bicarbonate). The product is CC(C(C(=O)N)=O)(C)C (trimethylpyruvic acid amide). Isolated yield 75.1%. As a reaction SMILES: Cl.C(O)(=[O:4])C.[C:6]([C:12]#[N:13])(=[O:11])[C:7]([CH3:10])([CH3:9])[CH3:8].C(=O)(O)[O-].[Na+]>>[CH3:8][C:7]([CH3:10])([CH3:9])[C:6](=[O:11])[C:12]([NH2:13])=[O:4] |f:3.4|. Procedure: Hydrogen chloride was passed into a mixture of 60 g (1 mole) of glacial acetic acid and 111.0 g (1 mole) of pivaloyl cyanide at 20° to 25° C. and under 8 bars for 5 hours. The reaction mixture was then let down and poured onto an excess of a saturated sodium bicarbonate solution. The mixture was extracted three times with 200 ml of methylene chloride each time. The combined organic phases were washed with 200 ml of water, dried over sodium sulphate and concentrated by distilling off the solvent ... Starting materials: C#Cc1ccc2[nH]c(=O)c3[nH]ccc3c2c1, CCC(=O)O, C#CCN(C)CCC#N, I[Cu]I, C1COCCO1. The product is CCC(=O)O, CN(CC#Cc1ccc2[nH]c(=O)c3[nH]ccc3c2c1)CCC#N. Reaction SMILES: [C:15](#[CH:16])[c:17]1[cH:18][c:19]2[c:20]3[c:21]([c:22](=[O:27])[nH:23][c:24]2[cH:25][cH:26]1)[nH:28][cH:29][cH:30]3.[CH2:10]([CH3:11])[C:12](=[O:13])[OH:14].[CH3:1][N:2]([CH2:3][CH2:4][C:5]#[N:6])[CH2:7][C:8]#[CH:9].[Cu:37]([I:38])[I:39].[O:31]1[CH2:32][CH2:33][O:34][CH2:35][CH2:36]1>>[CH2:10]([CH3:11])[C:12](=[O:13])[OH:14].[CH3:1][N:2]([CH2:3][CH2:4][C:5]#[N:6])[CH2:7][C:8]#[C:9][c:17]1[cH:18][c:19]2[c:20]3[c:21]([c:22](=[O:27])[nH:23][c:24]2[cH:25][cH:26]1)[nH:28][cH:29][cH:30]3.